From a dataset of the Open Reaction Database (ORD), a public repository of structured organic reaction records. describe an organic reaction: reactants, conditions, products, and yield Yields the product C=1(C(=CC=CC1)C(=O)NC1=CC=C(C(=O)Cl)C=C1)C1=CC=CC=C1 (4-[([1,1'-Biphenyl]-2-carbonyl)amino]benzoyl Chloride). Starting materials: C=1(C(=CC=CC1)C(=O)NC1=CC=C(C(=O)O)C=C1)C1=CC=CC=C1 (4-[([1,1'-biphenyl]-2-carbonyl)amino]benzoic acid), S(=O)(Cl)Cl (thionyl chloride), CCCCCC (hexane). Procedure details: A mixture of 1.39 g of 4-[([1,1'-biphenyl]-2-carbonyl)amino]benzoic acid in 2.0 ml of thionyl chloride is heated on a steam bath for 1 hour. Cold hexane is added and the crystalline solid collected and dried to give 1.34 g of the desired product, m.p. 118°-120° C. Reaction SMILES: [C:1]1([C:19]2[CH:24]=[CH:23][CH:22]=[CH:21][CH:20]=2)[C:2]([C:7]([NH:9][C:10]2[CH:18]=[CH:17][C:13]([C:14](O)=[O:15])=[CH:12][CH:11]=2)=[O:8])=[CH:3][CH:4]=[CH:5][CH:6]=1.CCCCCC.S(Cl)([Cl:33])=O>>[C:1]1([C:19]2[CH:24]=[CH:23][CH:22]=[CH:21][CH:20]=2)[C:2]([C:7]([NH:9][C:10]2[CH:18]=[CH:17][C:13]([C:14]([Cl:33])=[O:15])=[CH:12][CH:11]=2)=[O:8])=[CH:3][CH:4]=[CH:5][CH:6]=1. The reactants are O (water), BrC1(CCCCC1)C=1OC2=C(C(C1)=O)C=CC=C2CC#N (2-(1-Bromocyclohexyl)-8-cyanomethyl-4-oxo-4H-[1]-benzopyran), polyphosphoric acid, polyphosphoric acid. Reaction conditions: temperature 120 celsius, time 8 hour. Product: C1(=CCCCC1)C=1OC2=C(C(C1)=O)C=CC=C2CC(=O)N ([2-(1-Cyclohexenyl)-4-oxo-4H-[1]-benzopyran-8-yl]acetamide). The yield is 57.0%. As a reaction SMILES: Br[C:2]1([C:8]2[O:9][C:10]3[C:18]([CH2:19][C:20]#[N:21])=[CH:17][CH:16]=[CH:15][C:11]=3[C:12](=[O:14])[CH:13]=2)[CH2:7][CH2:6][CH2:5][CH2:4][CH2:3]1.[OH2:22]>>[C:2]1([C:8]2[O:9][C:10]3[C:18]([CH2:19][C:20]([NH2:21])=[O:22])=[CH:17][CH:16]=[CH:15][C:11]=3[C:12](=[O:14])[CH:13]=2)[CH2:7][CH2:6][CH2:5][CH2:4][CH:3]=1. Procedure: 2-(1-Bromocyclohexyl)-8-cyanomethyl-4-oxo-4H-[1]-benzopyran (3.0 g) was added to polyphosphoric acid (120 ml) and the mixture was heated on an oil bath at about 120° C. for 2 hours. After standing overnight, water (about 300 ml) was added to decompose polyphosphoric acid. Crystals deposited were filtered off and recrystallized form the mixed solvent of dichloromethane and methanol to obtain the title compound, yield 57%. Reactants: O=C([O-])O, CC(=O)O, CCO, O=C(O)c1cccc(-c2cc(Cl)ccc2O)n1, Cl, O=N[O-], [Na+], [Na+], O, O=[N+]([O-])O. Product: O=C(O)c1cccc(-c2cc(Cl)cc([N+](=O)[O-])c2O)n1. Reaction SMILES: [C:27](=[O:28])([O-:29])[OH:30].[CH3:32][C:33](=[O:34])[OH:35].[CH3:37][CH2:38][OH:39].[Cl:1][c:2]1[cH:3][cH:4][c:5]([OH:17])[c:6](-[c:8]2[cH:9][cH:10][cH:11][c:12]([C:14](=[O:15])[OH:16])[n:13]2)[cH:7]1.[ClH:22].[N:23]([O-:24])=[O:25].[Na+:26].[Na+:31].[OH2:36].[OH:18][N+:19]([O-:20])=[O:21]>>[Cl:1][c:2]1[cH:3][c:4]([N+:19](=[O:18])[O-:20])[c:5]([OH:17])[c:6](-[c:8]2[cH:9][cH:10][cH:11][c:12]([C:14](=[O:15])[OH:16])[n:13]2)[cH:7]1. Reactants: OC1CCNCC1 (4-hydroxy piperidine), CC1=NC(=C2C(N1)=CC(=N2)C2=CC=CC=C2)Cl (2-methyl-4-chloro-6-phenylpyrrolo[3,2-d]pyrimidine), solid. Yields the product O.Cl.CC=1NC=2C(=C(N1)N1CCC(CC1)O)N=C(C2)C2=CC=CC=C2 (1-(2-Methyl-6-phenylpyrrolo[2,3-e]pyrimidine-4-yl) piperidin-4-ol Hydrochloride Hydrate). RXN SMILES: [OH:1][CH:2]1[CH2:7][CH2:6][NH:5][CH2:4][CH2:3]1.[CH3:8][C:9]1[NH:14][C:13]2=[CH:15][C:16]([C:18]3[CH:23]=[CH:22][CH:21]=[CH:20][CH:19]=3)=[N:17][C:12]2=[C:11]([Cl:24])[N:10]=1>>[OH2:1].[ClH:24].[CH3:8][C:9]1[NH:14][C:13]2[C:12]([N:17]=[C:16]([C:18]3[CH:19]=[CH:20][CH:21]=[CH:22][CH:23]=3)[CH:15]=2)=[C:11]([N:5]2[CH2:6][CH2:7][CH:2]([OH:1])[CH2:3][CH2:4]2)[N:10]=1 |f:2.3.4|. Procedure details: The title compound was prepared according to the procedure described in Example 173, using 4-hydroxy piperidine (Aldrich Chemical Company) (0.26 g, 2.57 mmol) and 2-methyl-4-chloro-6-phenylpyrrolo[3,2-d]pyrimidine (Example 1e) (0.49 g, 2.0 mmol), as a white solid (0.30 g, 48%). 1H NMR (DMSO-d6; 400 MHz) d 1.51-1.59 (m, 2), 2.58 (s, 3), 3.78-3.90 (m, 3), 4.34-4.37 (m, 2), 6.89 (s, 1), 7.49-7.57 (m, 3), 7.96 (d, 2, J=7.2), 11.8 (br s, 1). MS m/z: 308 (M+1). Anal. Calcd for C18H20N4O.HCl.0.33H2O: C... Reactants: Cn1cc(C2=C(c3cccc(OCCCN=[N+]=[N-])c3)C(=O)OC2=O)c2ccccc21, [NH4+], CN(C)C=O, [OH-], O. Product: Cn1cc(C2=C(c3cccc(OCCCN=[N+]=[N-])c3)C(=O)NC2=O)c2ccccc21. RXN SMILES: [CH3:1][n:2]1[cH:3][c:4]([C:11]2=[C:15]([c:16]3[cH:17][c:18]([O:22][CH2:23][CH2:24][CH2:25][N:26]=[N+:27]=[N-:28])[cH:19][cH:20][cH:21]3)[C:14](=[O:29])[O:13][C:12]2=[O:30])[c:5]2[cH:6][cH:7][cH:8][cH:9][c:10]12.[NH4+:31].[O:33]=[CH:34][N:35]([CH3:36])[CH3:37].[OH-:32].[OH2:38]>>[CH3:1][n:2]1[cH:3][c:4]([C:11]2=[C:15]([c:16]3[cH:17][c:18]([O:22][CH2:23][CH2:24][CH2:25][N:26]=[N+:27]=[N-:28])[cH:19][cH:20][cH:21]3)[C:14](=[O:29])[NH:31][C:12]2=[O:30])[c:5]2[cH:6][cH:7][cH:8][cH:9][c:10]12. The reactants are C(C)(C)N1CCN(CC1)C(=O)C=1C=C2C=C(NC2=CC1)C(=O)O (5-(4-isopropyl-piperazine-1-carbonyl)-1H-indole-2-carboxylic acid), Cl (hydrochloride), F[B-](F)(F)F.N1(N=NC2=C1C=CC=C2)OC(=[N+](C)C)N(C)C (O-(benzotriazol-1-yl)-N,N,N′,N′-tetramethyluronium tetrafluoroborate), C(C1=CC=CC=C1)N (benzylamine), C(C)(C)N(C(C)C)CC (N,N-diisopropylethylamine). The solvent is CN(C=O)C (N,N-dimethylformamide). Yields the product C(C1=CC=CC=C1)NC(=O)C=1NC2=CC=C(C=C2C1)C(=O)N1CCN(CC1)C(C)C (5-(4-Isopropyl-piperazine-1-carbonyl)-1H-indole-2-carboxylic acid benzylamide). RXN SMILES: [CH:1]([N:4]1[CH2:9][CH2:8][N:7]([C:10]([C:12]2[CH:13]=[C:14]3[C:18](=[CH:19][CH:20]=2)[NH:17][C:16]([C:21]([OH:23])=O)=[CH:15]3)=[O:11])[CH2:6][CH2:5]1)([CH3:3])[CH3:2].Cl.F[B-](F)(F)F.N1(OC(N(C)C)=[N+](C)C)C2C=CC=CC=2N=N1.[CH2:47]([NH2:54])[C:48]1[CH:53]=[CH:52][CH:51]=[CH:50][CH:49]=1.C(N(CC)C(C)C)(C)C>CN(C)C=O>[CH2:47]([NH:54][C:21]([C:16]1[NH:17][C:18]2[C:14]([CH:15]=1)=[CH:13][C:12]([C:10]([N:7]1[CH2:6][CH2:5][N:4]([CH:1]([CH3:2])[CH3:3])[CH2:9][CH2:8]1)=[O:11])=[CH:20][CH:19]=2)=[O:23])[C:48]1[CH:53]=[CH:52][CH:51]=[CH:50][CH:49]=1 |f:2.3|. Procedure: The title compound was synthesized in analogy to example 1, from 5-(4-isopropyl-piperazine-1-carbonyl)-1H-indole-2-carboxylic acid 1:1 hydrochloride, O-(benzotriazol-1-yl)-N,N,N′,N′-tetramethyluronium tetrafluoroborate (commercially available), benzylamine (commercially available) and N,N-diisopropylethylamine in N,N-dimethylformamide to give the desired product after purification by preparative HPLC on reversed phase eluting with a gradient formed from acetonitrile/water/formic acid. Starting materials: OC=1C=C(C=CC1)C1=CC=C(O1)C(=O)OC (methyl 5-(3-hydroxyphenyl)furan-2-carboxylate), [OH-].[Na+] (sodium hydroxide). Solvent: C(C)O (ethanol). The product is OC=1C=C(C=CC1)C1=CC=C(O1)C(=O)O (5-(3-hydroxyphenyl)-2-furoic Acid). The yield is 37.4%. RXN SMILES: [OH:1][C:2]1[CH:3]=[C:4]([C:8]2[O:12][C:11]([C:13]([O:15]C)=[O:14])=[CH:10][CH:9]=2)[CH:5]=[CH:6][CH:7]=1.[OH-].[Na+]>C(O)C>[OH:1][C:2]1[CH:3]=[C:4]([C:8]2[O:12][C:11]([C:13]([OH:15])=[O:14])=[CH:10][CH:9]=2)[CH:5]=[CH:6][CH:7]=1 |f:1.2|. Procedure: A solution of methyl 5-(3-hydroxyphenyl)furan-2-carboxylate (500 mg) in ethanol (11 mL) was treated with aqueous 3 mol/L sodium hydroxide (3.8 mL) at room temperature and refluxed for three hours. The reaction was brought to room temperature and concentrated. The residue was dissolved in water and brought to pH 2 via the addition of 1 N hydrochloric acid. The precipitated beige solids were collected by filtration to obtain the title compound (175 mg) having the following physical data. Reactants: CN(C)C1CCN(Cc2ccc(C(=O)O)cc2)C1, CO, ClCCl, Cl, O=C(O)C(F)(F)F, Nc1ccc(-c2cccs2)cc1NC(=O)c1ccc(C=CC(=O)O)cc1, NO. Product: Nc1ccc(-c2cccs2)cc1NC(=O)c1ccc(C=CC(=O)NO)cc1. As a reaction SMILES: [CH3:4][N:5]([CH3:6])[CH:7]1[CH2:8][CH2:9][N:10]([CH2:11][c:12]2[cH:13][cH:14][c:15]([C:16]([OH:17])=[O:18])[cH:19][cH:20]2)[CH2:21]1.[CH3:55][OH:56].[Cl:57][CH2:58][Cl:59].[ClH:1].[F:22][C:23]([F:24])([F:25])[C:26]([OH:27])=[O:28].[NH2:29][c:30]1[c:31]([NH:41][C:42](=[O:43])[c:44]2[cH:45][cH:46][c:47]([CH:50]=[CH:51][C:52](=[O:53])[OH:54])[cH:48][cH:49]2)[cH:32][c:33](-[c:36]2[s:37][cH:38][cH:39][cH:40]2)[cH:34][cH:35]1.[OH:2][NH2:3]>>[OH:2][NH:3][C:52]([CH:51]=[CH:50][c:47]1[cH:46][cH:45][c:44]([C:42]([NH:41][c:31]2[c:30]([NH2:29])[cH:35][cH:34][c:33](-[c:36]3[s:37][cH:38][cH:39][cH:40]3)[cH:32]2)=[O:43])[cH:49][cH:48]1)=[O:53]. Starting materials: N1=CC(=CC=C1)C=O (pyridine-3-carboxaldehyde), [Li]CCCC (BuLi), CCCCCC (hexane), ClC1=CC=C(C=C1)NC(C(C)(C)C)=O (N-(4-Chloro-phenyl)-2,2-dimethyl-propionamide). Run in C1CCOC1 (THF), C1CCOC1 (THF), ice water. Reaction conditions: time 45 minute. The product is ClC1=CC(=C(C=C1)NC(C(C)(C)C)=O)C(C=1C=NC=CC1)O (N-[4-chloro-2-(hydroxy-pyridin-3-yl-methyl)-phenyl]-2,2-dimethyl-propionamide). RXN SMILES: [Cl:1][C:2]1[CH:7]=[CH:6][C:5]([NH:8][C:9](=[O:14])[C:10]([CH3:13])([CH3:12])[CH3:11])=[CH:4][CH:3]=1.[Li]CCCC.CCCCCC.[N:26]1[CH:31]=[CH:30][CH:29]=[C:28]([CH:32]=[O:33])[CH:27]=1>C1COCC1>[Cl:1][C:2]1[CH:3]=[CH:4][C:5]([NH:8][C:9](=[O:14])[C:10]([CH3:11])([CH3:13])[CH3:12])=[C:6]([CH:32]([OH:33])[C:28]2[CH:27]=[N:26][CH:31]=[CH:30][CH:29]=2)[CH:7]=1. Procedure: N-(4-Chloro-phenyl)-2,2-dimethyl-propionamide (3.0, 14.2 mmol) was dissolved in 15 mL THF in a dry 100 mL flask fitted with a rubber septa and nitrogen inlet and cooled to 0° C. in ice water bath for 25 minutes. A solution of 2.5M BuLi in hexane (17.0 mL, 42.6 mmol) was added and the mixture stirred for 45 minutes. To the thick yellow precipitate that formed was added a solution of pyridine-3-carboxaldehyde (3.03 g, 28.4 mmol) in 15 mL THF. The ice bath was removed and the mixture was allowed to... Reactants: C1(CC1)C=1C=CC(=NC1OCC1CC1)C(=O)O (5-cyclopropyl-6-cyclopropylmethoxy-pyridine-2-carboxylic acid), N[C@@H](CO)CC(C)C ((2R)-2-amino-4-methyl-1-pentanol). Yields the product C1(CC1)C=1C=CC(=NC1OCC1CC1)C(=O)N[C@@H](CO)CC(C)C ((R)-5-Cyclopropyl-6-(cyclopropylmethoxy)-N-(1-hydroxy-4-methylpentan-2-yl)picolinamide). Reaction SMILES: [CH:1]1([C:4]2[CH:5]=[CH:6][C:7]([C:15]([OH:17])=O)=[N:8][C:9]=2[O:10][CH2:11][CH:12]2[CH2:14][CH2:13]2)[CH2:3][CH2:2]1.[NH2:18][C@H:19]([CH2:22][CH:23]([CH3:25])[CH3:24])[CH2:20][OH:21]>>[CH:1]1([C:4]2[CH:5]=[CH:6][C:7]([C:15]([NH:18][C@H:19]([CH2:22][CH:23]([CH3:25])[CH3:24])[CH2:20][OH:21])=[O:17])=[N:8][C:9]=2[O:10][CH2:11][CH:12]2[CH2:13][CH2:14]2)[CH2:2][CH2:3]1. Procedure details: The title compound was synthesized in analogy to Example 1, using 5-cyclopropyl-6-cyclopropylmethoxy-pyridine-2-carboxylic acid (Example 42 a) and (2R)-2-amino-4-methyl-1-pentanol (CAN 53448-09-2) as starting materials, LC-MS (UV peak area/ESI) 100%, 333.2165 (M+H)+.